Dataset: the Open Reaction Database (ORD), a public repository of structured organic reaction records. Task: describe an organic reaction: reactants, conditions, products, and yield Reactants: OC=1C=C(C=O)C=CC1 (3-hydroxybenzaldehyde), C(=O)([O-])[O-].[K+].[K+] (K2CO3), Cl.CN(CCCl)C (2-dimethylaminoethylchloride hydrochloride). The solvent is CN(C)C=O (DMF). Run at time 8 hour. Product: CN(CCOC=1C=C(C=O)C=CC1)C (3-[2-(dimethylamino)ethoxy]benzaldehyde). Yield: 16.6%. Reaction SMILES: [OH:1][C:2]1[CH:3]=[C:4]([CH:7]=[CH:8][CH:9]=1)[CH:5]=[O:6].C([O-])([O-])=O.[K+].[K+].Cl.[CH3:17][N:18]([CH3:22])[CH2:19][CH2:20]Cl>CN(C=O)C>[CH3:17][N:18]([CH3:22])[CH2:19][CH2:20][O:1][C:2]1[CH:3]=[C:4]([CH:7]=[CH:8][CH:9]=1)[CH:5]=[O:6] |f:1.2.3,4.5|. Procedure: To a mixture of 3-hydroxybenzaldehyde (5.44 g, 44.55 mmol), K2CO3 (13.6 g) and DMF (50 ml) was added in portions 2-dimethylaminoethylchloride hydrochloride (7.1 g). The reaction mixture was stirred at room temperature overnight, filtered and the filtrate was stripped. The residue was diluted with 1N HCl (300 ml), and extracted with ether, and the ether layer was dried over MgSO4 and stripped. The acidic aqueous layer was cooled and then treated with 8N NaOH till basic, then it was extracted with... Reactants: CN(N)C1=CC=CC=C1 (methylphenylhydrazine), CN(N)C1=CC=CC=C1 (methyl phenylhydrazine), C(=O)C1=CC=NC2=CC=CC=C12 (4-formylquinoline), C(=O)C1=CC=NC2=CC=CC=C12 (4-formylquinoline), C(C)(=O)O (acetic acid), aldehyde. The solvent is C(C)O (ethanol). Reaction conditions: temperature 0 celsius. Yields the product CN(N=CC1=CC=NC2=CC=CC=C12)C1=CC=CC=C1 (quinoline-4-carbaldehyde methyl(phenyl)hydrazone). RXN SMILES: [CH3:1][N:2]([C:4]1[CH:9]=[CH:8][CH:7]=[CH:6][CH:5]=1)[NH2:3].C(O)(=O)C.[CH:14]([C:16]1[C:25]2[C:20](=[CH:21][CH:22]=[CH:23][CH:24]=2)[N:19]=[CH:18][CH:17]=1)=O>C(O)C>[CH3:1][N:2]([C:4]1[CH:9]=[CH:8][CH:7]=[CH:6][CH:5]=1)[N:3]=[CH:14][C:16]1[C:25]2[C:20](=[CH:21][CH:22]=[CH:23][CH:24]=2)[N:19]=[CH:18][CH:17]=1. Reported procedure: One equivalent of methylphenylhydrazine (4.1 g; 0.033 mol, compound 2 was diluted in 25 ml of ethanol and 0.5 ml of glacial acetic acid in a three-necked flask on which was mounted a condenser. The reaction medium was then stirred at 0° C. 1 equivalent of 4-formylquinoline (5.28 g; 0.033 mol, compound 14) was added by spatula. After adding the aldehyde, the reaction medium was heated at 70° C. (oil bath temperature) for 4 hours.